Dataset: the Open Reaction Database (ORD), a public repository of structured organic reaction records. Task: describe an organic reaction: reactants, conditions, products, and yield Starting materials: ClCCl, CSCCN1CC(c2cccc(F)c2F)CCC(NC(=O)OC(C)(C)C)C1=O, O=C(O)C(F)(F)F. Product: CSCCN1CC(c2cccc(F)c2F)CCC(N)C1=O. As a reaction SMILES: [Cl:36][CH2:37][Cl:38].[F:8][c:9]1[c:10]([CH:16]2[CH2:17][CH2:18][CH:19]([NH:28][C:29](=[O:30])[O:31][C:32]([CH3:33])([CH3:34])[CH3:35])[C:20](=[O:27])[N:21]([CH2:23][CH2:24][S:25][CH3:26])[CH2:22]2)[cH:11][cH:12][cH:13][c:14]1[F:15].[OH:1][C:2]([C:3]([F:4])([F:5])[F:6])=[O:7]>>[F:8][c:9]1[c:10]([CH:16]2[CH2:17][CH2:18][CH:19]([NH2:28])[C:20](=[O:27])[N:21]([CH2:23][CH2:24][S:25][CH3:26])[CH2:22]2)[cH:11][cH:12][cH:13][c:14]1[F:15]. The reactants are C1COCCN1, CCN(C(C)C)C(C)C, Cn1cc(C(=O)NCc2ccc(Cl)cc2)c(=O)c2sc(CCl)cc21, CN(C)C=O, O. Yields the product Cn1cc(C(=O)NCc2ccc(Cl)cc2)c(=O)c2sc(CN3CCOCC3)cc21. As a reaction SMILES: [CH2:25]1[CH2:26][O:27][CH2:28][CH2:29][NH:30]1.[CH:31]([N:32]([CH:33]([CH3:34])[CH3:35])[CH2:36][CH3:37])([CH3:38])[CH3:39].[Cl:1][c:2]1[cH:3][cH:4][c:5]([CH2:6][NH:7][C:8](=[O:9])[c:10]2[c:11](=[O:22])[c:12]3[c:13]([n:14]([CH3:16])[cH:15]2)[cH:17][c:18]([CH2:20][Cl:21])[s:19]3)[cH:23][cH:24]1.[O:40]=[CH:41][N:42]([CH3:43])[CH3:44].[OH2:45]>>[Cl:1][c:2]1[cH:3][cH:4][c:5]([CH2:6][NH:7][C:8](=[O:9])[c:10]2[c:11](=[O:22])[c:12]3[c:13]([n:14]([CH3:16])[cH:15]2)[cH:17][c:18]([CH2:20][N:30]2[CH2:25][CH2:26][O:27][CH2:28][CH2:29]2)[s:19]3)[cH:23][cH:24]1. Starting materials: Cl (hydrochloric acid), CC(C(=O)N[C@@H](C(NC1C(N(C2=C(C=CC=C2C1)N1C(CCC1)=O)CC1=CSC=C1)=O)=O)CC(C)C)(C)NC(OC(C)(C)C)=O (tert-Butyl 2-methyl-1-[(2R)-4-methyl-1-oxo-1-[2-oxo-8-(2-oxopyrrolidin-1-yl)-1-(thiophen-3-ylmethyl)-1,2,3,4-tetrahydroquinolin-3-ylamino]pentan-2-ylamino]-1-oxopropan-2-ylcarbamate), C([O-])(O)=O.[Na+] (sodium bicarbonate). Solvent: C(C)O (ethanol). Reaction conditions: temperature 70 celsius, time 30 minute. The product is NC(C(=O)N[C@@H](C(=O)NC1C(N(C2=C(C=CC=C2C1)N1C(CCC1)=O)CC1=CSC=C1)=O)CC(C)C)(C)C ((2R)-2-(2-amino-2-methylpropanamido)-4-methyl-N-[2-oxo-8-(2-oxopyrrolidin-1-yl)-1-(thiophen-3-ylmethyl)-1,2,3,4-tetrahydroquinolin-3-yl]pentanamide). As a reaction SMILES: [CH3:1][C:2]([NH:38]C(=O)OC(C)(C)C)([CH3:37])[C:3]([NH:5][C@H:6]([CH2:33][CH:34]([CH3:36])[CH3:35])[C:7](=[O:32])[NH:8][CH:9]1[CH2:18][C:17]2[C:12](=[C:13]([N:19]3[CH2:23][CH2:22][CH2:21][C:20]3=[O:24])[CH:14]=[CH:15][CH:16]=2)[N:11]([CH2:25][C:26]2[CH:30]=[CH:29][S:28][CH:27]=2)[C:10]1=[O:31])=[O:4].Cl.C(=O)(O)[O-].[Na+]>C(O)C>[NH2:38][C:2]([CH3:1])([CH3:37])[C:3]([NH:5][C@H:6]([CH2:33][CH:34]([CH3:35])[CH3:36])[C:7]([NH:8][CH:9]1[CH2:18][C:17]2[C:12](=[C:13]([N:19]3[CH2:23][CH2:22][CH2:21][C:20]3=[O:24])[CH:14]=[CH:15][CH:16]=2)[N:11]([CH2:25][C:26]2[CH:30]=[CH:29][S:28][CH:27]=2)[C:10]1=[O:31])=[O:32])=[O:4] |f:2.3|. Procedure: tert-Butyl 2-methyl-1-[(2R)-4-methyl-1-oxo-1-[2-oxo-8-(2-oxopyrrolidin-1-yl)-1-(thiophen-3-ylmethyl)-1,2,3,4-tetrahydroquinolin-3-ylamino]pentan-2-ylamino]-1-oxopropan-2-ylcarbamate (2.8 g) was dissolved in ethanol (28 mL), and concentrated hydrochloric acid (7.5 mL) was added thereto. The mixture was heated at 70° C. while being stirred for 30 minutes, and then neutralized with saturated aqueous sodium bicarbonate solution under cooling on ice. Subsequently, the resultant mixture was extracted ... Reactants: CC(=O)OC1CCN(C2CC3(C)C(CCC4C3CCC3(C)C4CC(N4CCC(OC(C)=O)CC4)C3OC(C)=O)CC2OC(C)=O)CC1, CBr. The product is [Br-], CC(=O)OC1CCN(C2CC3(C)C(CCC4C3CCC3(C)C4CC([N+]4(C)CCC(OC(C)=O)CC4)C3OC(C)=O)CC2OC(C)=O)CC1. RXN SMILES: [C:1]([CH3:2])(=[O:3])[O:4][CH:5]1[CH2:6][CH:7]2[CH2:8][CH2:9][CH:10]3[CH:11]4[CH2:12][CH:13]([N:38]5[CH2:39][CH2:40][CH:41]([O:44][C:45]([CH3:46])=[O:47])[CH2:42][CH2:43]5)[CH:14]([O:34][C:35]([CH3:36])=[O:37])[C:15]4([CH3:16])[CH2:17][CH2:18][CH:19]3[C:20]2([CH3:33])[CH2:21][CH:22]1[N:23]1[CH2:24][CH2:25][CH:26]([O:29][C:30]([CH3:31])=[O:32])[CH2:27][CH2:28]1.[CH3:48][Br:49]>>[Br-:49].[C:1]([CH3:2])(=[O:3])[O:4][CH:5]1[CH2:6][CH:7]2[CH2:8][CH2:9][CH:10]3[CH:11]4[CH2:12][CH:13]([N+:38]5([CH3:48])[CH2:39][CH2:40][CH:41]([O:44][C:45]([CH3:46])=[O:47])[CH2:42][CH2:43]5)[CH:14]([O:34][C:35]([CH3:36])=[O:37])[C:15]4([CH3:16])[CH2:17][CH2:18][CH:19]3[C:20]2([CH3:33])[CH2:21][CH:22]1[N:23]1[CH2:24][CH2:25][CH:26]([O:29][C:30]([CH3:31])=[O:32])[CH2:27][CH2:28]1. Starting materials: Cl (hydrochloric acid), CC1(COC2=C1C=C(C=C2)C=CC(=O)OCC)C2=CC=1C(CCC(C1C=C2C)(C)C)(C)C (ethyl 3-[3-methyl-3-(3,5,5,8,8-pentamethyl-5,6,7,8-tetrahydronaphthalen-2-yl)-2,3-dihydrobenzofuran-5-yl]acrylate), O (water), [OH-].[Na+] (sodium hydroxide). Run in C1CCOC1 (THF), CCOC(=O)C.O (AcOEt water). The product is CC1(COC2=C1C=C(C=C2)C=CC(=O)O)C2=CC=1C(CCC(C1C=C2C)(C)C)(C)C (3-[3-Methyl-3-(3,5,5,8,8-pentamethyl-5,6,7,8-tetrahydronaphthalen-2-yl)-2,3-dihydrobenzofuran-5-yl]acrylic acid). Reaction SMILES: [CH3:1][C:2]1([C:18]2[C:27]([CH3:28])=[CH:26][C:25]3[C:24]([CH3:30])([CH3:29])[CH2:23][CH2:22][C:21]([CH3:32])([CH3:31])[C:20]=3[CH:19]=2)[C:6]2[CH:7]=[C:8]([CH:11]=[CH:12][C:13]([O:15]CC)=[O:14])[CH:9]=[CH:10][C:5]=2[O:4][CH2:3]1.O.[OH-].[Na+].Cl>C1COCC1.CCOC(C)=O.O>[CH3:1][C:2]1([C:18]2[C:27]([CH3:28])=[CH:26][C:25]3[C:24]([CH3:30])([CH3:29])[CH2:23][CH2:22][C:21]([CH3:32])([CH3:31])[C:20]=3[CH:19]=2)[C:6]2[CH:7]=[C:8]([CH:11]=[CH:12][C:13]([OH:15])=[O:14])[CH:9]=[CH:10][C:5]=2[O:4][CH2:3]1 |f:2.3,6.7|. Reported procedure: A solution of ethyl 3-[3-methyl-3-(3,5,5,8,8-pentamethyl-5,6,7,8-tetrahydronaphthalen-2-yl)-2,3-dihydrobenzofuran-5-yl]acrylate (320 mg, 0.74 mmol), water (40 μl) and sodium hydroxide (240 mg, 6 mmol) in THF is heated to reflux for 24 h. The reaction mixture is poured onto an AcOEt/water mixture, acidified to pH=1 with a concentrated hydrochloric acid solution, and extracted once with ethyl acetate. After separation the organic phase is washed twice with water, dried over magnesium sulphate and ... The reactants are COC(C(CN1CCN(CC1)C1=CC=C(C=C1)C(F)(F)F)C)=O (3-[4-(4-trifluoromethyl-phenyl)-piperazin-1-yl]-2-methyl-propionic acid methyl ester), [OH-].[Li+] (lithium hydroxide). Run in O1CCCC1 (tetrahydrofuran), O (water), C(C)#N (acetonitrile). Product: [Li+].FC(C1=CC=C(C=C1)N1CCN(CC1)CC(C(=O)[O-])C)(F)F (3-[4-(4-trifluoromethyl-phenyl)-piperazin-1-yl]-2-methyl-propionic acid lithium salt). The yield is 76.2%. As a reaction SMILES: C[O:2][C:3](=[O:23])[CH:4]([CH3:22])[CH2:5][N:6]1[CH2:11][CH2:10][N:9]([C:12]2[CH:17]=[CH:16][C:15]([C:18]([F:21])([F:20])[F:19])=[CH:14][CH:13]=2)[CH2:8][CH2:7]1.[OH-].[Li+:25]>O1CCCC1.O.C(#N)C>[Li+:25].[F:21][C:18]([F:19])([F:20])[C:15]1[CH:16]=[CH:17][C:12]([N:9]2[CH2:10][CH2:11][N:6]([CH2:5][CH:4]([CH3:22])[C:3]([O-:23])=[O:2])[CH2:7][CH2:8]2)=[CH:13][CH:14]=1 |f:1.2,6.7|. Procedure details: 3-[4-(4-Trifluoromethyl-phenyl)-piperazin-1-yl]-2-methyl-propionic acid methyl ester (623 mg; 1.89 mmol, prepared in accordance with Example 62) and lithium hydroxide (60 mg; 2.50 mmol) are suspended in a mixture of tetrahydrofuran (4 mL) and water (1 mL). The resulting mixture is irradiated in a mono-mode microwave oven for 50 minutes at 100° C. The mixture is then diluted with acetonitrile until precipitation occurs. The solid formed is then filtered and dried under high vacuum to afford the d...